Dataset: the Open Reaction Database (ORD), a public repository of structured organic reaction records. Task: describe an organic reaction: reactants, conditions, products, and yield Starting materials: CC(=O)Nc1ccc(SCCCCl)cc1, CO, Cl, [I-], [K+], [K+], COc1ccc(Cc2cnc(N)nc2N)cc1O, [OH-]. Product: COc1ccc(Cc2cnc(N)nc2N)cc1OCCCSc1ccc(NC(C)=O)cc1. Reaction SMILES: [C:20]([CH3:21])(=[O:22])[NH:23][c:24]1[cH:25][cH:26][c:27]([S:30][CH2:31][CH2:32][CH2:33][Cl:34])[cH:28][cH:29]1.[CH3:39][OH:40].[ClH:1].[I-:38].[K+:36].[K+:37].[NH2:2][c:3]1[n:4][cH:5][c:6]([CH2:10][c:11]2[cH:12][c:13]([OH:19])[c:14]([O:17][CH3:18])[cH:15][cH:16]2)[c:7]([NH2:9])[n:8]1.[OH-:35]>>[NH2:2][c:3]1[n:4][cH:5][c:6]([CH2:10][c:11]2[cH:12][c:13]([O:19][CH2:33][CH2:32][CH2:31][S:30][c:27]3[cH:26][cH:25][c:24]([NH:23][C:20]([CH3:21])=[O:22])[cH:29][cH:28]3)[c:14]([O:17][CH3:18])[cH:15][cH:16]2)[c:7]([NH2:9])[n:8]1.